Dataset: the Open Reaction Database (ORD), a public repository of structured organic reaction records. Task: describe an organic reaction: reactants, conditions, products, and yield Product: CCc1nn2c(-c3c(OC)cc(COC)cc3OC)cccc2c1[N+](=O)[O-]. As a reaction SMILES: [Ba+2:42].[Br:1][c:2]1[cH:3][cH:4][cH:5][c:6]2[n:7]1[n:8][c:9]([CH2:14][CH3:15])[c:10]2[N+:11](=[O:12])[O-:13].[CH3:16][O:17][c:18]1[c:19]([O:29][B:30]([OH:31])[OH:32])[c:20]([O:27][CH3:28])[cH:21][c:22]([CH2:24][O:25][CH3:26])[cH:23]1.[CH3:44][CH2:45][O:46][C:47](=[O:48])[CH3:49].[CH3:50][O:51][CH2:52][CH2:53][O:54][CH3:55].[OH-:41].[OH-:43].[OH2:33].[OH2:34].[OH2:35].[OH2:36].[OH2:37].[OH2:38].[OH2:39].[OH2:40].[OH2:56].[cH:57]1[cH:58][cH:59][c:60]([P:61]([Pd:62]([P:63]([c:64]2[cH:65][cH:66][cH:67][cH:68][cH:69]2)([c:70]2[cH:71][cH:72][cH:73][cH:74][cH:75]2)[c:76]2[cH:77][cH:78][cH:79][cH:80][cH:81]2)([P:82]([c:83]2[cH:84][cH:85][cH:86][cH:87][cH:88]2)([c:89]2[cH:90][cH:91][cH:92][cH:93][cH:94]2)[c:95]2[cH:96][cH:97][cH:98][cH:99][cH:100]2)[P:101]([c:102]2[cH:103][cH:104][cH:105][cH:106][cH:107]2)([c:108]2[cH:109][cH:110][cH:111][cH:112][cH:113]2)[c:114]2[cH:115][cH:116][cH:117][cH:118][cH:119]2)([c:120]2[cH:121][cH:122][cH:123][cH:124][cH:125]2)[c:126]2[cH:127][cH:128][cH:129][cH:130][cH:131]2)[cH:132][cH:133]1>>[c:2]1(-[c:19]2[c:18]([O:17][CH3:16])[cH:23][c:22]([CH2:24][O:25][CH3:26])[cH:21][c:20]2[O:27][CH3:28])[cH:3][cH:4][cH:5][c:6]2[n:7]1[n:8][c:9]([CH2:14][CH3:15])[c:10]2[N+:11](=[O:12])[O-:13]. Starting materials: [Ba+2], CCc1nn2c(Br)cccc2c1[N+](=O)[O-], COCc1cc(OC)c(OB(O)O)c(OC)c1, CCOC(C)=O, COCCOC, [OH-], [OH-], O, O, O, O, O, O, O, O, O, c1ccc(P(c2ccccc2)(c2ccccc2)[Pd](P(c2ccccc2)(c2ccccc2)c2ccccc2)(P(c2ccccc2)(c2ccccc2)c2ccccc2)P(c2ccccc2)(c2ccccc2)c2ccccc2)cc1. The reactants are C1(CC1)NS(=O)(=O)CCCCCCN1CCN(CC1)C(C1=CC=CC=C1)C1=CC(=CC=C1)Cl (N-Cyclopropyl-6-[4-[(3-chlorophenyl)phenylmethyl]-1-piperazinyl]hexanesulfonamide), Cl (hydrochloric acid). Run in CO (methanol). The product is Cl.C1(CC1)NS(=O)(=O)CCCCCCN1CCN(CC1)C(C1=CC=CC=C1)C1=CC(=CC=C1)Cl (N-cyclopropyl-6-[4-[(3-chlorophenyl)phenylmethyl]-1-piperazinyl]hexanesulfonamide hydrochloride). Isolated yield 148.9%. Reaction SMILES: [CH:1]1([NH:4][S:5]([CH2:8][CH2:9][CH2:10][CH2:11][CH2:12][CH2:13][N:14]2[CH2:19][CH2:18][N:17]([CH:20]([C:27]3[CH:32]=[CH:31][CH:30]=[C:29]([Cl:33])[CH:28]=3)[C:21]3[CH:26]=[CH:25][CH:24]=[CH:23][CH:22]=3)[CH2:16][CH2:15]2)(=[O:7])=[O:6])[CH2:3][CH2:2]1.Cl>CO>[ClH:33].[CH:1]1([NH:4][S:5]([CH2:8][CH2:9][CH2:10][CH2:11][CH2:12][CH2:13][N:14]2[CH2:19][CH2:18][N:17]([CH:20]([C:27]3[CH:32]=[CH:31][CH:30]=[C:29]([Cl:33])[CH:28]=3)[C:21]3[CH:26]=[CH:25][CH:24]=[CH:23][CH:22]=3)[CH2:16][CH2:15]2)(=[O:7])=[O:6])[CH2:3][CH2:2]1 |f:3.4|. Procedure details: N-Cyclopropyl-6-[4-[(3-chlorophenyl)phenylmethyl]-1-piperazinyl]hexanesulfonamide (1.00 g, 2.04 mmol) prepared in the same manner as in Example 1 was dissolved in methanol (10 ml). 2 M hydrochloric acid (factor =1.004) (1.00 ml) was added thereto, and the solvent was then removed by evaporation in vacuo. Acetone was added to the residue, and the precipitated crystals were collected by filtration. The crystals were recrystallized from ethanol-acetone, to give N-cyclopropyl-6-[4-[(3-chlorophenyl)p... Starting materials: [Br-], C1CCNCC1, CCCCCC[n+]1ccccc1C, CN(C)c1ccc(C=O)cc1, CO. Product: [Br-], CCCCCC[n+]1ccccc1C=Cc1ccc(N(C)C)cc1. Reaction SMILES: [Br-:1].[CH2:26]1[CH2:27][CH2:28][NH:29][CH2:30][CH2:31]1.[CH2:2]([CH2:3][CH2:4][CH2:5][CH2:6][CH3:7])[n+:8]1[c:9]([CH3:14])[cH:10][cH:11][cH:12][cH:13]1.[CH3:15][N:16]([c:17]1[cH:18][cH:19][c:20]([CH:21]=[O:22])[cH:23][cH:24]1)[CH3:25].[CH3:32][OH:33]>>[Br-:1].[CH2:2]([CH2:3][CH2:4][CH2:5][CH2:6][CH3:7])[n+:8]1[c:9]([CH:14]=[CH:21][c:20]2[cH:19][cH:18][c:17]([N:16]([CH3:15])[CH3:25])[cH:24][cH:23]2)[cH:10][cH:11][cH:12][cH:13]1. Starting materials: CC(=C)C1=CC=CC=C1 (α-methylstyrene), C(C)(C)(C)C1=CC=C(C(=C)C)C=C1 (4-tert-butyl-α-methylstyrene), CC(=C)C1=CC=CC=C1 (α-methylstyrene), α-dimethylstyrene. Reaction conditions: temperature 1.5 celsius, time 15 minute. Product: CC(=C)C1=CC=CC=C1.C(C)(C)(C)C1=CC=C(C(=C)C)C=C1 (α-methylstyrene 4-tert-butyl-α-methylstyrene). Reaction SMILES: [CH3:1][C:2]([C:4]1[CH:9]=[CH:8][CH:7]=[CH:6][CH:5]=1)=[CH2:3].[C:10]([C:14]1[CH:22]=[CH:21][C:17]([C:18]([CH3:20])=[CH2:19])=[CH:16][CH:15]=1)([CH3:13])([CH3:12])[CH3:11]>>[CH3:3][C:2]([C:4]1[CH:9]=[CH:8][CH:7]=[CH:6][CH:5]=1)=[CH2:1].[C:10]([C:14]1[CH:15]=[CH:16][C:17]([C:18]([CH3:20])=[CH2:19])=[CH:21][CH:22]=1)([CH3:13])([CH3:11])[CH3:12] |f:2.3|. Reported procedure: A resin L-2a is prepared in a manner similar to that of preparing the resin B-2a, except that 72 g of α-methylstyrene and 8 g of 4-tert-butyl-α-methylstyrene (manufactured by Hokko Chemical Industry Co., Ltd.) are used in place of 80 g of 4, α-dimethylstyrene and that the dropwise dropwise addition of the catalyst is carried for 15 minutes and the polymerization reaction is allowed to proceed for 30 minutes in a state where the temperature of the reaction mixed solution is maintained in the rang... The reactants are C(CCCCC)C(CO)CO (2-n-Hexylpropan-1,3-diol), BrC1=CC=C(C=O)C=C1 (4-bromobenzaldehyde), C1(=CC=C(C=C1)S(=O)(=O)O)C (4-toluenesulphonic acid). Yields the product BrC1=CC=C(C=C1)C1OCC(CO1)CCCCCC (2-(4'-Bromophenyl)-5-n-hexyl-1,3-dioxane). As a reaction SMILES: [CH2:1]([CH:7]([CH2:10][OH:11])[CH2:8][OH:9])[CH2:2][CH2:3][CH2:4][CH2:5][CH3:6].[Br:12][C:13]1[CH:20]=[CH:19][C:16]([CH:17]=O)=[CH:15][CH:14]=1.C1(C)C=CC(S(O)(=O)=O)=CC=1>>[Br:12][C:13]1[CH:20]=[CH:19][C:16]([CH:17]2[O:9][CH2:8][CH:7]([CH2:1][CH2:2][CH2:3][CH2:4][CH2:5][CH3:6])[CH2:10][O:11]2)=[CH:15][CH:14]=1. Reported procedure: Quantities: compound from Example 7 (44 g, 0.27 mol), 4-bromobenzaldehyde (49 g, 0.27 mol) and 4-toluenesulphonic acid (150 mg). The experimental procedure was as described in Example 11. Starting materials: O=C(C1CC(O)CN1C(=O)OCc1ccccc1)N1CCCC1, COc1ccc(O)cc1. Yields the product COc1ccc(OC2CC(C(=O)N3CCCC3)N(C(=O)OCc3ccccc3)C2)cc1. RXN SMILES: [CH2:1]([c:2]1[cH:3][cH:4][cH:5][cH:6][cH:7]1)[O:8][C:9](=[O:10])[N:11]1[CH:12]([C:13](=[O:14])[N:15]2[CH2:16][CH2:17][CH2:18][CH2:19]2)[CH2:20][CH:21]([OH:23])[CH2:22]1.[CH3:24][O:25][c:26]1[cH:27][cH:28][c:29]([OH:32])[cH:30][cH:31]1>>[CH2:1]([c:2]1[cH:3][cH:4][cH:5][cH:6][cH:7]1)[O:8][C:9](=[O:10])[N:11]1[CH:12]([C:13](=[O:14])[N:15]2[CH2:16][CH2:17][CH2:18][CH2:19]2)[CH2:20][CH:21]([O:23][c:29]2[cH:28][cH:27][c:26]([O:25][CH3:24])[cH:31][cH:30]2)[CH2:22]1. The reactants are CCOC(=O)CCCCCOc1ccc(-c2ccc(C#N)cc2)cc1, O=C(c1ncc[nH]1)c1ncc[nH]1, CCOC(=O)C1CCCNC1, C1CCOC1. The product is CCOC(=O)C1CCCN(C(=O)COc2ccc(-c3ccc(C#N)cc3)cc2)C1. As a reaction SMILES: [C:13](#[N:14])[c:15]1[cH:16][cH:17][c:18](-[c:21]2[cH:22][cH:23][c:24]([O:27][CH2:28][CH2:29][CH2:30][CH2:31][CH2:32][C:33]([O:34][CH2:35][CH3:36])=[O:37])[cH:25][cH:26]2)[cH:19][cH:20]1.[C:1](=[O:2])([c:3]1[nH:4][cH:5][cH:6][n:7]1)[c:8]1[nH:9][cH:10][cH:11][n:12]1.[NH:38]1[CH2:39][CH:40]([C:44](=[O:45])[O:46][CH2:47][CH3:48])[CH2:41][CH2:42][CH2:43]1.[O:49]1[CH2:50][CH2:51][CH2:52][CH2:53]1>>[O:2]=[C:29]([CH2:28][O:27][c:24]1[cH:23][cH:22][c:21](-[c:18]2[cH:17][cH:16][c:15]([C:13]#[N:14])[cH:20][cH:19]2)[cH:26][cH:25]1)[N:38]1[CH2:39][CH:40]([C:44](=[O:45])[O:46][CH2:47][CH3:48])[CH2:41][CH2:42][CH2:43]1. Reactants: Cc1c(Br)c(=O)n(CC(NC(=O)OC(C)(C)C)C2CCCCC2)c(=O)n1Cc1c(F)cccc1F, CCO, COCCOC, COc1cccc(B(O)O)c1F, N#N, [Pd], c1ccc(P(c2ccccc2)c2ccccc2)cc1, c1ccc(P(c2ccccc2)c2ccccc2)cc1, c1ccc(P(c2ccccc2)c2ccccc2)cc1, c1ccc(P(c2ccccc2)c2ccccc2)cc1, c1ccccc1. The product is COc1cccc(-c2c(C)n(Cc3c(F)cccc3F)c(=O)n(CC(NC(=O)OC(C)(C)C)C3CCCCC3)c2=O)c1F. As a reaction SMILES: [Br:1][c:2]1[c:3](=[O:35])[n:4]([CH2:19][CH:20]([CH:21]2[CH2:22][CH2:23][CH2:24][CH2:25][CH2:26]2)[NH:27][C:28](=[O:29])[O:30][C:31]([CH3:32])([CH3:33])[CH3:34])[c:5](=[O:18])[n:6]([CH2:9][c:10]2[c:11]([F:17])[cH:12][cH:13][cH:14][c:15]2[F:16])[c:7]1[CH3:8].[CH3:56][CH2:57][OH:58].[CH3:59][O:60][CH2:61][CH2:62][O:63][CH3:64].[F:36][c:37]1[c:38]([B:45]([OH:46])[OH:47])[cH:39][cH:40][cH:41][c:42]1[O:43][CH3:44].[N:48]#[N:49].[Pd:65].[c:104]1([P:105]([c:106]2[cH:107][cH:108][cH:109][cH:110][cH:111]2)[c:112]2[cH:113][cH:114][cH:115][cH:116][cH:117]2)[cH:118][cH:119][cH:120][cH:121][cH:122]1.[c:123]1([P:124]([c:125]2[cH:126][cH:127][cH:128][cH:129][cH:130]2)[c:131]2[cH:132][cH:133][cH:134][cH:135][cH:136]2)[cH:137][cH:138][cH:139][cH:140][cH:141]1.[c:66]1([P:67]([c:68]2[cH:69][cH:70][cH:71][cH:72][cH:73]2)[c:74]2[cH:75][cH:76][cH:77][cH:78][cH:79]2)[cH:80][cH:81][cH:82][cH:83][cH:84]1.[c:85]1([P:86]([c:87]2[cH:88][cH:89][cH:90][cH:91][cH:92]2)[c:93]2[cH:94][cH:95][cH:96][cH:97][cH:98]2)[cH:99][cH:100][cH:101][cH:102][cH:103]1.[cH:50]1[cH:51][cH:52][cH:53][cH:54][cH:55]1>>[c:2]1(-[c:38]2[c:37]([F:36])[c:42]([O:43][CH3:44])[cH:41][cH:40][cH:39]2)[c:3](=[O:35])[n:4]([CH2:19][CH:20]([CH:21]2[CH2:22][CH2:23][CH2:24][CH2:25][CH2:26]2)[NH:27][C:28](=[O:29])[O:30][C:31]([CH3:32])([CH3:33])[CH3:34])[c:5](=[O:18])[n:6]([CH2:9][c:10]2[c:11]([F:17])[cH:12][cH:13][cH:14][c:15]2[F:16])[c:7]1[CH3:8]. Reaction conditions: time 15 hour. Reactants: OC1=CC=C2C=CC(=CC2=C1)C(=O)OCC (ethyl 7-hydroxynaphthalene-2-carboxylate), C([O-])([O-])=O.[K+].[K+] (potassium carbonate), C(C=C)Br (allyl bromide). Reagents/catalysts: [I-].[K+] (potassium iodide). Product: C(C=C)OC1=CC=C2C=CC(=CC2=C1)C(=O)OCC (ethyl 7-allyloxynaphthalene-2-carboxylate). Run in CC(=O)C (acetone). Procedure details: A mixture of ethyl 7-hydroxynaphthalene-2-carboxylate (37.5 g), anhydrous potassium carbonate (24.0 g), potassium iodide (0.5 g), and allyl bromide (29.0 g) was heated in refluxing acetone (200 ml) with stirring for 15 hours. The mixture was filtered and the filtrate was evaporated. The residue was dissolved in ethyl-acetate, washed with 2% sodium hydroxide solution and water, dried and evaporated to give a solid. Crystallisation from petroleum ether (b.p. 40-60) afforded ethyl 7-allyloxynaphtha... RXN SMILES: [OH:1][C:2]1[CH:11]=[C:10]2[C:5]([CH:6]=[CH:7][C:8]([C:12]([O:14][CH2:15][CH3:16])=[O:13])=[CH:9]2)=[CH:4][CH:3]=1.C(=O)([O-])[O-].[K+].[K+].[CH2:23](Br)[CH:24]=[CH2:25]>[I-].[K+].CC(C)=O>[CH2:25]([O:1][C:2]1[CH:11]=[C:10]2[C:5]([CH:6]=[CH:7][C:8]([C:12]([O:14][CH2:15][CH3:16])=[O:13])=[CH:9]2)=[CH:4][CH:3]=1)[CH:24]=[CH2:23] |f:1.2.3,5.6|. The yield is 81.0%.